From a dataset of the Open Reaction Database (ORD), a public repository of structured organic reaction records. describe an organic reaction: reactants, conditions, products, and yield The reactants are N1CC(C(=O)OCC)CCC1 (ethyl nipecotate), N1=CC=C(C=C1)C1N(CCNC1)C1=CC=C(C(=O)N2CC(C(=O)OCC)CCC2)C=C1 (ethyl 4-[(4-pyridyl)piperazin-1-yl]benzoylnipecotate). Product: N1=CC=C(C=C1)C1N(CCNC1)C1=CC=C(C(=O)N2CC(C(=O)O)CCC2)C=C1 (4-[(4-pyridyl)piperazin-1-yl]benzoylnipecotic acid). The yield is 35.0%. RXN SMILES: N1CCCC(C(OCC)=O)C1.[N:12]1[CH:17]=[CH:16][C:15]([CH:18]2[CH2:23][NH:22][CH2:21][CH2:20][N:19]2[C:24]2[CH:42]=[CH:41][C:27]([C:28]([N:30]3[CH2:40][CH2:39][CH2:38][CH:32]([C:33]([O:35]CC)=[O:34])[CH2:31]3)=[O:29])=[CH:26][CH:25]=2)=[CH:14][CH:13]=1>>[N:12]1[CH:17]=[CH:16][C:15]([CH:18]2[CH2:23][NH:22][CH2:21][CH2:20][N:19]2[C:24]2[CH:25]=[CH:26][C:27]([C:28]([N:30]3[CH2:40][CH2:39][CH2:38][CH:32]([C:33]([OH:35])=[O:34])[CH2:31]3)=[O:29])=[CH:41][CH:42]=2)=[CH:14][CH:13]=1. Reported procedure: In a similar manner to Example 56 but using ethyl nipecotate, was prepared ethyl 4-[(4-pyridyl)piperazin-1-yl]benzoylnipecotate in 35% yield as a solid; NMR (d6DMSO) δ1.15 (3H,t), 1.35-1.75 (3H,m), 1.9-2.05 (1H,m), 2.3-2.5(1H,m), 3.0-3.3 (4H,m), 3.3-3.4 (4H,m), 3.4-3.5 (4H,m), 4.05 (2H,q), 6.85 (2H,d), 6.95 (2H,d), 7.25 (2H,d), 8.15 (2H,d); m/e 423 (M+H)+ ; calculated for C24H30N4O3.0.5H2O: C, 66.8; H, 7.2; N, 13.0. Found C, 66.4; H, 7.3; N, 13.1%. Starting materials: Cc1cc(-c2cc(C(F)(F)F)nn2-c2ccc(S(C)(=O)=O)c(F)c2)ccc1O, ClCCl, O, O=S(=O)(Cl)Cl. The product is Cc1cc(-c2cc(C(F)(F)F)nn2-c2ccc(S(C)(=O)=O)c(F)c2)cc(Cl)c1O. Reaction SMILES: [CH3:1][c:2]1[c:3]([OH:28])[cH:4][cH:5][c:6](-[c:8]2[cH:9][c:10]([C:24]([F:25])([F:26])[F:27])[n:11][n:12]2-[c:13]2[cH:14][c:15]([F:23])[c:16]([S:19](=[O:20])(=[O:21])[CH3:22])[cH:17][cH:18]2)[cH:7]1.[Cl:35][CH2:36][Cl:37].[OH2:34].[S:29]([Cl:30])(=[O:31])([Cl:32])=[O:33]>>[CH3:1][c:2]1[c:3]([OH:28])[c:4]([Cl:32])[cH:5][c:6](-[c:8]2[cH:9][c:10]([C:24]([F:25])([F:26])[F:27])[n:11][n:12]2-[c:13]2[cH:14][c:15]([F:23])[c:16]([S:19](=[O:20])(=[O:21])[CH3:22])[cH:17][cH:18]2)[cH:7]1. The reactants are [Cl-].[NH4+] (ammonium chloride), [N-]=[N+]=[N-].[Na+] (sodium azide), C1(=CC=CC=C1)N1C(=CC=C1C1=CC=CC=C1)C=1C=C2C=CC(=CC2=CC1)OCC#N ({[6-(1,5-diphenyl-1H-pyrrol-2-yl)-2-naphthyl]oxy}acetonitrile). Run in CN(C)C=O (DMF). The product is C1(=CC=CC=C1)N1C(=CC=C1C1=CC=CC=C1)C=1C=C2C=CC(=CC2=CC1)OCC1=NN=NN1 (5-({[6-(1,5-diphenyl-1H-pyrrol-2-yl)-2-naphthyl]oxy}methyl)-1H-tetraazole). Isolated yield 78.6%. As a reaction SMILES: [C:1]1([N:7]2[C:11]([C:12]3[CH:17]=[CH:16][CH:15]=[CH:14][CH:13]=3)=[CH:10][CH:9]=[C:8]2[C:18]2[CH:19]=[C:20]3[C:25](=[CH:26][CH:27]=2)[CH:24]=[C:23]([O:28][CH2:29][C:30]#[N:31])[CH:22]=[CH:21]3)[CH:6]=[CH:5][CH:4]=[CH:3][CH:2]=1.[Cl-].[NH4+].[N-:34]=[N+:35]=[N-:36].[Na+]>CN(C=O)C>[C:1]1([N:7]2[C:11]([C:12]3[CH:13]=[CH:14][CH:15]=[CH:16][CH:17]=3)=[CH:10][CH:9]=[C:8]2[C:18]2[CH:19]=[C:20]3[C:25](=[CH:26][CH:27]=2)[CH:24]=[C:23]([O:28][CH2:29][C:30]2[NH:36][N:35]=[N:34][N:31]=2)[CH:22]=[CH:21]3)[CH:2]=[CH:3][CH:4]=[CH:5][CH:6]=1 |f:1.2,3.4|. Procedure: In a similar manner as described in step 2 of Example 3, the title compound was prepared from {[6-(1,5-diphenyl-1H-pyrrol-2-yl)-2-naphthyl]oxy}acetonitrile (0.180 g, 0.373 mmol), prepared in the previous step, ammonium chloride (0.060 g, 1.12 mmol) and sodium azide (0.073 g, 1.12 mmol) in DMF (10 mL). The precipitated solids were isolated by vacuum filtration to give 5-({[6-(1,5-diphenyl-1H-pyrrol-2-yl)-2-naphthyl]oxy}methyl)-1H-tetraazole as an off-white solid (0.130 g, 98%), mp 269–270° C. (de... Reactants: CC(=O)Nc1nnc(Br)s1, CN(C)C=O, NCCN1CCC(Nc2nc3ccccc3n2Cc2ccc(F)cc2)CC1, [Na+], [Na+], O=C([O-])[O-]. The product is O=CNCCN1CCC(Nc2nc3ccccc3n2Cc2ccc(F)cc2)CC1. As a reaction SMILES: [Br:1][c:2]1[s:3][c:4]([NH:5][C:8]([CH3:6])=[O:10])[n:7][n:9]1.[CH3:44][N:45]([CH3:46])[CH:47]=[O:48].[NH2:11][CH2:12][CH2:13][N:14]1[CH2:15][CH2:16][CH:17]([NH:20][c:21]2[n:22][c:23]3[c:24]([n:25]2[CH2:26][c:27]2[cH:28][cH:29][c:30]([F:33])[cH:31][cH:32]2)[cH:34][cH:35][cH:36][cH:37]3)[CH2:18][CH2:19]1.[Na+:38].[Na+:39].[O-:40][C:41](=[O:42])[O-:43]>>[CH:8](=[O:10])[NH:11][CH2:12][CH2:13][N:14]1[CH2:15][CH2:16][CH:17]([NH:20][c:21]2[n:22][c:23]3[c:24]([n:25]2[CH2:26][c:27]2[cH:28][cH:29][c:30]([F:33])[cH:31][cH:32]2)[cH:34][cH:35][cH:36][cH:37]3)[CH2:18][CH2:19]1. Reactants: CC[SiH](CC)CC, O=C(O)C(F)(F)F, O=C(c1ccc2c(c1)OC(c1ccccc1)(c1ccccc1)O2)N1CCOCC1. Yields the product O=C(c1ccc(O)c(O)c1)N1CCOCC1. As a reaction SMILES: [CH2:30]([SiH:31]([CH2:32][CH3:33])[CH2:34][CH3:35])[CH3:36].[OH:37][C:38]([C:39]([F:40])([F:41])[F:42])=[O:43].[c:1]1([C:2]2([c:3]3[cH:4][cH:5][cH:6][cH:7][cH:24]3)[O:8][c:9]3[c:10]([cH:12][cH:13][c:14]([C:16](=[O:17])[N:18]4[CH2:19][CH2:20][O:21][CH2:22][CH2:23]4)[cH:15]3)[O:11]2)[cH:25][cH:26][cH:27][cH:28][cH:29]1>>[OH:8][c:9]1[c:10]([OH:11])[cH:12][cH:13][c:14]([C:16](=[O:17])[N:18]2[CH2:19][CH2:20][O:21][CH2:22][CH2:23]2)[cH:15]1. The reactants are COC1=C(C=C(C=C1)C(=O)OC)O (methyl 3-hydroxy-4-methoxy benzoate), BrC(C)C(CC)=O (2-bromo-3-pentanone), C([O-])([O-])=O.[K+].[K+] (potassium carbonate), CN(C)C=O (DMF). Product: COC1=C(C=C(C(=O)OC)C=C1)OC(C(CC)=O)C (Methyl 4-methoxy-3-(1-methyl-2-oxobutan-1-yloxy)benzoate). As a reaction SMILES: [CH3:1][O:2][C:3]1[CH:8]=[CH:7][C:6]([C:9]([O:11][CH3:12])=[O:10])=[CH:5][C:4]=1[OH:13].Br[CH:15]([C:17](=[O:20])[CH2:18][CH3:19])[CH3:16].C(=O)([O-])[O-].[K+].[K+].CN(C=O)C>O>[CH3:1][O:2][C:3]1[CH:8]=[CH:7][C:6]([C:9]([O:11][CH3:12])=[O:10])=[CH:5][C:4]=1[O:13][CH:15]([CH3:16])[C:17](=[O:20])[CH2:18][CH3:19] |f:2.3.4|. Run in O (water). Procedure: A mixture of methyl 3-hydroxy-4-methoxy benzoate (19.3 g), 2-bromo-3-pentanone (19.2 ml), potassium carbonate (29.3 g), and DMF (193 ml) was stirred at 90° C. for 2 hours. After being allowed to stand for cooling, water was added to the mixture followed by extraction with toluene. The organic layer was washed with a saturated saline and dried over sodium sulfate, and the solvent was distilled off. The residue was purified by column chromatography (silica gel, hexane:ethyl acetate=3:1) to give Co... Reaction conditions: temperature 90 celsius, time 2 hour. Reactants: Cc1cc(N)n[nH]1, Nc1cc[nH]n1, C1CCOC1, O=C1Nc2ccccc2C1=CO, O=C1Nc2cc(F)ccc2C1=CO. Product: Cc1cc(NC=C2C(=O)Nc3cc(F)ccc32)n[nH]1. RXN SMILES: [CH3:26][c:27]1[cH:28][c:29]([NH2:32])[n:30][nH:31]1.[NH2:33][c:34]1[cH:35][cH:36][nH:37][n:38]1.[O:39]1[CH2:40][CH2:41][CH2:42][CH2:43]1.[OH:14][CH:15]=[C:16]1[C:17](=[O:18])[NH:19][c:20]2[c:21]1[cH:22][cH:23][cH:24][cH:25]2.[OH:1][CH:2]=[C:3]1[C:4](=[O:13])[NH:5][c:6]2[cH:7][c:8]([F:12])[cH:9][cH:10][c:11]21>>[CH:2](=[C:3]1[C:4](=[O:13])[NH:5][c:6]2[cH:7][c:8]([F:12])[cH:9][cH:10][c:11]21)[NH:32][c:29]1[cH:28][c:27]([CH3:26])[nH:31][n:30]1.